This data is from the Open Reaction Database (ORD), a public repository of structured organic reaction records. The task is: describe an organic reaction: reactants, conditions, products, and yield Starting materials: ClC1=NC=C(C(=C1)NC1=NC=CC=C1)C(F)(F)F (N-(2-chloro-5-(trifluoromethyl)pyridin-4-yl)pyridin-2-amine), COC1=C(N)C=CC(=C1)N1CCOCC1 (2-methoxy-4-morpholinoaniline), CC1(C2=C(C(=CC=C2)P(C3=CC=CC=C3)C4=CC=CC=C4)OC5=C(C=CC=C51)P(C6=CC=CC=C6)C7=CC=CC=C7)C (xantphos), C([O-])([O-])=O.[Cs+].[Cs+] (cesium carbonate). The reagents and catalysts are C=1C=CC(=CC1)/C=C/C(=O)/C=C/C2=CC=CC=C2.C=1C=CC(=CC1)/C=C/C(=O)/C=C/C2=CC=CC=C2.C=1C=CC(=CC1)/C=C/C(=O)/C=C/C2=CC=CC=C2.[Pd].[Pd] (Pd2(dba)3). Solvent: O1CCOCC1 (dioxane). Yields the product C(=O)(C(F)(F)F)O (TFA), COC1=C(C=CC(=C1)N1CCOCC1)NC1=NC=C(C(=C1)NC1=NC=CC=C1)C(F)(F)F (N2-(2-methoxy-4-morpholinophenyl)-N4-(pyridin-2-yl)-5-(trifluoromethyl)pyridine-2,4-diamine). As a reaction SMILES: Cl[C:2]1[CH:7]=[C:6]([NH:8][C:9]2[CH:14]=[CH:13][CH:12]=[CH:11][N:10]=2)[C:5]([C:15]([F:18])([F:17])[F:16])=[CH:4][N:3]=1.[CH3:19][O:20][C:21]1[CH:27]=[C:26]([N:28]2[CH2:33][CH2:32][O:31][CH2:30][CH2:29]2)[CH:25]=[CH:24][C:22]=1[NH2:23].CC1(C)C2C(=C(P(C3C=CC=CC=3)C3C=CC=CC=3)C=CC=2)OC2C(P(C3C=CC=CC=3)C3C=CC=CC=3)=CC=CC1=2.[C:76](=[O:79])([O-])[O-:77].[Cs+].[Cs+]>O1CCOCC1.C1C=CC(/C=C/C(/C=C/C2C=CC=CC=2)=O)=CC=1.C1C=CC(/C=C/C(/C=C/C2C=CC=CC=2)=O)=CC=1.C1C=CC(/C=C/C(/C=C/C2C=CC=CC=2)=O)=CC=1.[Pd].[Pd]>[C:76]([OH:77])([C:15]([F:18])([F:17])[F:16])=[O:79].[CH3:19][O:20][C:21]1[CH:27]=[C:26]([N:28]2[CH2:29][CH2:30][O:31][CH2:32][CH2:33]2)[CH:25]=[CH:24][C:22]=1[NH:23][C:2]1[CH:7]=[C:6]([NH:8][C:9]2[CH:14]=[CH:13][CH:12]=[CH:11][N:10]=2)[C:5]([C:15]([F:18])([F:17])[F:16])=[CH:4][N:3]=1 |f:3.4.5,7.8.9.10.11|. Procedure: Method A was applied to a mixture of N-(2-chloro-5-(trifluoromethyl)pyridin-4-yl)pyridin-2-amine (16 mg, 0.059 mmol), 2-methoxy-4-morpholinoaniline (17 mg, 0.082 mmol), Pd2(dba)3 (6 mg, 0.0066 mmol), xantphos (5.5 mg, 0.0095 mmol) and cesium carbonate (43 mg, 0.13 mmol) in dioxane (3 ml). The bis-TFA salt of the title compound was obtained as a yellow solid. Reactants: FC1=C(C=CC=C1)CCO (2-(2-fluorophenyl)ethanol), CN(C)C=O (DMF), CC1(NC(CCC1)(C)C)C (2,2,6,6-Tetramethylpiperidine), C(CCC)[Li] (butyllithium). Solvent: C1CCOC1 (THF), C1CCOC1 (THF). Reaction conditions: temperature -70 celsius, time 6 hour. The product is FC1=C(C=O)C=CC=C1CCO (2-Fluoro-3-(2-hydroxyethyl)benzaldehyde). RXN SMILES: CC1(C)CCCC(C)(C)N1.C([Li])CCC.[F:16][C:17]1[CH:22]=[CH:21][CH:20]=[CH:19][C:18]=1[CH2:23][CH2:24][OH:25].CN([CH:29]=[O:30])C>C1COCC1>[F:16][C:17]1[C:18]([CH2:23][CH2:24][OH:25])=[CH:19][CH:20]=[CH:21][C:22]=1[CH:29]=[O:30]. Procedure details: 2,2,6,6-Tetramethylpiperidine (10.8 mL) was added to a solution of butyllithium (1.6M in hexanes, 40.1 mL) in THF (40 mL) at −70° C. A solution of 2-(2-fluorophenyl)ethanol (3 g) in THF (40 mL) was added dropwise and the resulting mixture stirred for 6 h at −70° C. DMF (8.29 mL) was then added and the mixture stirred for 1 h at −70° C. The mixture was then allowed to warm to RT and stirred for 70 h. The reaction was quenched with HCl solution (2M, 50 mL), diluted with ethyl acetate (100 mL) and ... Starting materials: C(CCCCCCC\C=C/CCCCCCCC)(=O)Cl (oleoyl chloride), [O-2].[Mg+2] (magnesium oxide), OCCN(CCN(CCO)C(CCCCCCCCCCCCCCC)=O)C(CCCCCCCCCCCCCCC)=O (1,2-bis(N-(2-hydroxyethyl)-palmitoylamino)ethane), C(CCCCCCCCCCCCCCC)(=O)Cl (palmitoyl chloride). Solvent: O (water), O1CCOCC1 (1,4-dioxane). Reaction conditions: time 1 hour. Product: OCCN(CCN(C(CCCCCCC\C=C/CCCCCCCC)=O)CCO)C(CCCCCCCCCCCCCCC)=O (N,N'-bis(2-hydroxyethyl)-N-palmitoyl-N'-oleoyl-1,2-diaminoethane). The yield is 348.5%. As a reaction SMILES: [O-2].[Mg+2].[OH:3][CH2:4][CH2:5][N:6]([C:30](=[O:46])[CH2:31][CH2:32][CH2:33][CH2:34][CH2:35][CH2:36][CH2:37][CH2:38][CH2:39][CH2:40][CH2:41][CH2:42][CH2:43][CH2:44][CH3:45])[CH2:7][CH2:8][N:9]([C:13](=[O:29])[CH2:14][CH2:15][CH2:16][CH2:17][CH2:18][CH2:19][CH2:20][CH2:21][CH2:22][CH2:23][CH2:24][CH2:25][CH2:26][CH2:27][CH3:28])[CH2:10][CH2:11][OH:12].[C:47](Cl)(=O)[CH2:48]CCCCCCCCCCCCCC.C(Cl)(=O)CCCCCCC/C=C\CCCCCCCC>O1CCOCC1.O>[OH:3][CH2:4][CH2:5][N:6]([C:30](=[O:46])[CH2:31][CH2:32][CH2:33][CH2:34][CH2:35][CH2:36][CH2:37][CH2:38][CH2:39][CH2:40][CH2:41][CH2:42][CH2:43][CH2:44][CH3:45])[CH2:7][CH2:8][N:9]([CH2:10][CH2:11][OH:12])[C:13](=[O:29])[CH2:14][CH2:15][CH2:16][CH2:17][CH2:18][CH2:19][CH2:20]/[CH:21]=[CH:22]\[CH2:23][CH2:24][CH2:25][CH2:26][CH2:27][CH2:28][CH2:47][CH3:48] |f:0.1|. Procedure: Into a 500 ml rounded-flask, were introduced 4.0 g of magnesium oxide and 80 g of distilled water. The mixture was stirred. Thereto was added 7.3 g of N,N'-bis(2-hydroxyethyl)-1,2-diaminoethane prepared in Example 27, and then was added 250 ml of 1,4-dioxane. 13.4 g of palmitoyl chloride was gradually added dropwise to the resulting mixture for 1 hour under violent stirring at 10° C. After stirring for 2 hours at 10° C., 14.7 g of oleoyl chloride was gradually added dropwise thereto for 1 hour. ... Reactants: CC#CCOc1ccc(S(=O)(=O)Cl)cc1, [H-], [Na+], C1CCOC1, COC(=O)c1cccc(C)c1O. Product: CC#CCOc1ccc(S(=O)(=O)Oc2c(C)cccc2C(=O)OC)cc1. As a reaction SMILES: [CH2:15]([C:16]#[C:17][CH3:18])[O:19][c:20]1[cH:21][cH:22][c:23]([S:26](=[O:27])(=[O:28])[Cl:29])[cH:24][cH:25]1.[H-:13].[Na+:14].[O:30]1[CH2:31][CH2:32][CH2:33][CH2:34]1.[OH:1][c:2]1[c:3]([C:4](=[O:5])[O:6][CH3:7])[cH:8][cH:9][cH:10][c:11]1[CH3:12]>>[O:1]([c:2]1[c:3]([C:4](=[O:5])[O:6][CH3:7])[cH:8][cH:9][cH:10][c:11]1[CH3:12])[S:26]([c:23]1[cH:22][cH:21][c:20]([O:19][CH2:15][C:16]#[C:17][CH3:18])[cH:25][cH:24]1)(=[O:27])=[O:28].